Dataset: the Open Reaction Database (ORD), a public repository of structured organic reaction records. Task: describe an organic reaction: reactants, conditions, products, and yield Starting materials: NC=1SC2=C(N1)C=CC(=C2)OS(=O)(=O)C2=CC=C(C=C2)F (4-fluorobenzenesulfonic acid 2-aminobenzothiazol-6-yl ester), NC=1SC2=C(N1)C=CC(=C2)OS(=O)(=O)C2=CC=C(C=C2)F (4-fluorobenzenesulfonic acid 2-aminobenzothiazol-6-yl ester), C(C)(C)N(CCN)C(C)C (N,N-diisopropylethylenediamine). Run in CN1CCCC1=O (NMP), C(C)(=O)OCC (ethyl acetate). The product is NC=1SC2=C(N1)C=CC(=C2)OS(=O)(=O)C2=CC=C(C=C2)NCCN(C(C)C)C(C)C (4-(2-diisopropylaminoethylamino)benzenesulfonic acid 2-aminobenzothiazol-6-yl ester). Yield: 99.1%. As a reaction SMILES: [NH2:1][C:2]1[S:3][C:4]2[CH:10]=[C:9]([O:11][S:12]([C:15]3[CH:20]=[CH:19][C:18](F)=[CH:17][CH:16]=3)(=[O:14])=[O:13])[CH:8]=[CH:7][C:5]=2[N:6]=1.[CH:22]([N:25]([CH:29]([CH3:31])[CH3:30])[CH2:26][CH2:27][NH2:28])([CH3:24])[CH3:23]>CN1C(=O)CCC1.C(OCC)(=O)C>[NH2:1][C:2]1[S:3][C:4]2[CH:10]=[C:9]([O:11][S:12]([C:15]3[CH:20]=[CH:19][C:18]([NH:28][CH2:27][CH2:26][N:25]([CH:29]([CH3:31])[CH3:30])[CH:22]([CH3:24])[CH3:23])=[CH:17][CH:16]=3)(=[O:14])=[O:13])[CH:8]=[CH:7][C:5]=2[N:6]=1. Reported procedure: A solution of 4-fluorobenzenesulfonic acid 2-aminobenzothiazol-6-yl ester (intermediate 16) (100 mg, 0.225 mmol) and N,N-diisopropylethylenediamine (395 μl, 2.25 mmol) in 5 ml of NMP is heated at 150° C. by microwave using an “Emrys™ Optimizer” machine for 20 minutes. The crude reaction product is taken up in 50 ml of ethyl acetate and the resulting solution is washed with 5 times 50 ml of water. After separation of the phases by settling, the organic phase is dried over sodium sulfate, filtered... Reactants: FCC(C)=O (Fluoroacetone), C(#N)[BH3-].[Na+] (sodium cyanoborohydride), ClC1=CC2=C(N(C(=N2)N)[C@@H]2[C@@H](OC(C)=O)[C@@H](OC(C)=O)[C@@H](O2)COC(C)=O)C=C1Cl (5,6-dichloro-2-amino-1-(2,3,5-tri-O-acetyl-beta-L-ribofuranosyl)-1H-benzimidazole), CC1=CC=C(C=C1)S(=O)(=O)O (tosic acid). Solvent: C(C)(=O)OCC (ethyl acetate). Conditions: time 6 hour. Yields the product ClC1=CC2=C(N(C(=N2)NC(CF)C)[C@@H]2[C@@H](OC(C)=O)[C@@H](OC(C)=O)[C@@H](O2)COC(C)=O)C=C1Cl (5,6-Dichloro-2-(2-fluoro-1-methylethylamino)-1-(2,3,5-tri-O-acetyl-beta-L-ribofuranosyl)-1H-benzimidazole). The yield is 24.4%. Reaction SMILES: [F:1][CH2:2][C:3](=O)[CH3:4].[Cl:6][C:7]1[C:34]([Cl:35])=[CH:33][C:10]2[N:11]([C@H:15]3[O:27][C@@H:26]([CH2:28][O:29][C:30](=[O:32])[CH3:31])[C@H:21]([O:22][C:23](=[O:25])[CH3:24])[C@@H:16]3[O:17][C:18](=[O:20])[CH3:19])[C:12]([NH2:14])=[N:13][C:9]=2[CH:8]=1.CC1C=CC(S(O)(=O)=O)=CC=1.C([BH3-])#N.[Na+]>C(OCC)(=O)C>[Cl:6][C:7]1[C:34]([Cl:35])=[CH:33][C:10]2[N:11]([C@H:15]3[O:27][C@@H:26]([CH2:28][O:29][C:30](=[O:32])[CH3:31])[C@H:21]([O:22][C:23](=[O:25])[CH3:24])[C@@H:16]3[O:17][C:18](=[O:20])[CH3:19])[C:12]([NH:14][CH:3]([CH3:4])[CH2:2][F:1])=[N:13][C:9]=2[CH:8]=1 |f:3.4|. Procedure: Fluoroacetone (5 g) and 5,6-dichloro-2-amino-1-(2,3,5-tri-O-acetyl-beta-L-ribofuranosyl)-1H-benzimidazole (0.38 g, 0.82 mmol) were combined with tosic acid (0.050 g, 0.26 mmol) and stirred at reflux in a flask fitted with a Dean Stark trap. After four hours sodium cyanoborohydride (0.16 g, 2.4 mmol) was added and reflux was continued for six hours. The solution was diluted with ethyl acetate (200 mL) and washed with sat'd NaCl (2×50 mL) and water (50 mL). The organics were dried (Na2SO4), decant... Reactants: 40, ClC1=CC=C(C=C1)C(C#N)=C1C(=CC(C(=C1)C)=NO)Cl (4-chloro-α-[2-chloro-4-(hydroxyimino)-5-methyl-2,5-cyclohexadien-1-ylidene]benzeneacetonitrile), [Cl-].[NH4+] (ammonium chloride). The reagents and catalysts are [Fe] (iron). The solvent is CC1=CC=CC=C1 (methylbenzene). The product is NC1=CC(=C(C=C1C)C(C#N)C1=CC=C(C=C1)Cl)Cl (4-amino-2-chloro-α-(4-chlorophenyl)-5-methylbenzeneacetonitrile). As a reaction SMILES: [Cl:1][C:2]1[CH:7]=[CH:6][C:5]([C:8](=[C:11]2[CH:16]=[C:15]([CH3:17])[C:14](=[N:18]O)[CH:13]=[C:12]2[Cl:20])[C:9]#[N:10])=[CH:4][CH:3]=1.[Cl-].[NH4+]>[Fe].CC1C=CC=CC=1>[NH2:18][C:14]1[C:15]([CH3:17])=[CH:16][C:11]([CH:8]([C:5]2[CH:6]=[CH:7][C:2]([Cl:1])=[CH:3][CH:4]=2)[C:9]#[N:10])=[C:12]([Cl:20])[CH:13]=1 |f:1.2|. Reported procedure: A mixture of 40 parts of 4-chloro-α-[2-chloro-4-(hydroxyimino)-5-methyl-2,5-cyclohexadien-1-ylidene]benzeneacetonitrile, 50 parts of iron-powder, 1500 parts of ammonium chloride solution 0.78N and 270 parts of methylbenzene is stirred and refluxed overnight. The reaction mixture is filtered over hyflo and the filter-cake is washed with 4-methyl-2-pentanone. The filtrate is dried, filtered and evaporated. The solid residue is crystallized from methylbenzene. The product is filtered off and recrys... Reactants: ClCCCl, CC=CC1CC(O)C2(C)CCC3C(CCC4CC(OC5CCCCO5)CC(C)C43C)C12, O=C(OO)c1ccc([N+](=O)[O-])cc1. Yields the product CC1OC1C1CC(O)C2(C)CCC3C(CCC4CC(OC5CCCCO5)CC(C)C43C)C12. As a reaction SMILES: [CH2:45]([Cl:46])[CH2:47][Cl:48].[CH:1](=[CH:2][CH3:3])[CH:4]1[CH2:5][CH:6]([OH:31])[C:7]2([CH3:8])[CH:9]1[CH:10]1[CH2:11][CH2:12][CH:13]3[CH2:14][CH:15]([O:24][CH:25]4[O:26][CH2:27][CH2:28][CH2:29][CH2:30]4)[CH2:16][CH:17]([CH3:23])[C:18]3([CH3:19])[CH:20]1[CH2:21][CH2:22]2.[N+:32](=[O:33])([c:34]1[cH:35][cH:36][c:37]([C:38]([O:39][OH:40])=[O:41])[cH:42][cH:43]1)[O-:44]>>[CH:1]1([CH:4]2[CH2:5][CH:6]([OH:31])[C:7]3([CH3:8])[CH:9]2[CH:10]2[CH2:11][CH2:12][CH:13]4[CH2:14][CH:15]([O:24][CH:25]5[O:26][CH2:27][CH2:28][CH2:29][CH2:30]5)[CH2:16][CH:17]([CH3:23])[C:18]4([CH3:19])[CH:20]2[CH2:21][CH2:22]3)[CH:2]([CH3:3])[O:33]1. The reactants are CN(CCN1N=NC(=C1)C1=CC2=C(N(C=N2)C=2C=C(C=C(C2)C2=C(C=C(C=C2)F)F)NC(C)=O)C=C1)C (N-(5-(5-(1-(2-(dimethylamino)ethyl)-1H-1,2,3-triazol-4-yl)-1H-benzo[d]-imidazol-1-yl)-2′,4′-difluorobiphenyl-3-yl)acetamide), C1(CC1)S(=O)(=O)Cl (cyclopropane sulfonyl chloride). Product: CN(CCN1N=NC(=C1)C1=CC2=C(N(C=N2)C=2C=C(C=C(C2)C2=C(C=C(C=C2)F)F)NS(=O)(=O)C2CC2)C=C1)C (N-(5-(5-(1-(2-(dimethylamino)ethyl)-1H-1,2,3-triazol-4-yl)-1H-benzo[d]-imidazol-1-yl)-2′,4′-difluorobiphenyl-3-yl)cyclopropanesulfonamide). Reaction SMILES: [CH3:1][N:2]([CH3:37])[CH2:3][CH2:4][N:5]1[CH:9]=[C:8]([C:10]2[CH:36]=[CH:35][C:13]3[N:14]([C:17]4[CH:18]=[C:19]([NH:31]C(=O)C)[CH:20]=[C:21]([C:23]5[CH:28]=[CH:27][C:26]([F:29])=[CH:25][C:24]=5[F:30])[CH:22]=4)[CH:15]=[N:16][C:12]=3[CH:11]=2)[N:7]=[N:6]1.[CH:38]1([S:41](Cl)(=[O:43])=[O:42])[CH2:40][CH2:39]1>>[CH3:37][N:2]([CH3:1])[CH2:3][CH2:4][N:5]1[CH:9]=[C:8]([C:10]2[CH:36]=[CH:35][C:13]3[N:14]([C:17]4[CH:18]=[C:19]([NH:31][S:41]([CH:38]5[CH2:40][CH2:39]5)(=[O:43])=[O:42])[CH:20]=[C:21]([C:23]5[CH:28]=[CH:27][C:26]([F:29])=[CH:25][C:24]=5[F:30])[CH:22]=4)[CH:15]=[N:16][C:12]=3[CH:11]=2)[N:7]=[N:6]1. Reported procedure: The compound was prepared from the compound of Example 20 using the procedures of Example 39 and cyclopropane sulfonyl chloride. 1H NMR (400 MHz, CD3OD): δ 8.93 (s, 1H), 8.53 (s, 1H), 8.32 (s, 1H), 7.80 (d, 1H), 7.82 (d, 1H), 7.68-7.58 (m, 4H), 7.17-7.10 (m, 2H), 4.95 (t, 2H), 3.85 (t, 2H), 3.02 (s, 6H), 2.78-2.71 (m, 1H), 1.16-1.09 (m, 2H), 1.05-1.01 (m, 2H); LC-MS (ESI): Calculated mass: 563.62; Observed mass: 564.2 [M+H]+ (rt: 0.412 min). The reactants are CC1=C(C=CC=C1)NC1=C(C=NC=2N1N=CC2C(=O)O)C(=O)N2CCC(CC2)C2=CC=CC=C2 (7-(2-Methylphenylamino)-6-(4-phenylpiperidine-1-carbonyl)pyrazolo[1,5-a]pyrimidine-3-carboxylic acid), CC1=NOC(=C1S(=O)(=O)N)C (3,5-dimethylisoxazole-4-sulfonamide). The product is CC1=C(C=CC=C1)NC1=C(C=NC=2N1N=CC2C(=O)NS(=O)(=O)C=2C(=NOC2C)C)C(=O)N2CCC(CC2)C2=CC=CC=C2 (N-[7-(2-Methylphenylamino)-6-(4-phenylpiperidine-1-carbonyl)pyrazolo[1,5-a]pyrimidine-3-carbonyl]-3,5-dimethylisoxazole-4-sulfonamide). Isolated yield 63.4%. Reaction SMILES: [CH3:1][C:2]1[CH:7]=[CH:6][CH:5]=[CH:4][C:3]=1[NH:8][C:9]1[N:14]2[N:15]=[CH:16][C:17]([C:18]([OH:20])=O)=[C:13]2[N:12]=[CH:11][C:10]=1[C:21]([N:23]1[CH2:28][CH2:27][CH:26]([C:29]2[CH:34]=[CH:33][CH:32]=[CH:31][CH:30]=2)[CH2:25][CH2:24]1)=[O:22].[CH3:35][C:36]1[C:40]([S:41]([NH2:44])(=[O:43])=[O:42])=[C:39]([CH3:45])[O:38][N:37]=1>>[CH3:1][C:2]1[CH:7]=[CH:6][CH:5]=[CH:4][C:3]=1[NH:8][C:9]1[N:14]2[N:15]=[CH:16][C:17]([C:18]([NH:44][S:41]([C:40]3[C:36]([CH3:35])=[N:37][O:38][C:39]=3[CH3:45])(=[O:42])=[O:43])=[O:20])=[C:13]2[N:12]=[CH:11][C:10]=1[C:21]([N:23]1[CH2:24][CH2:25][CH:26]([C:29]2[CH:30]=[CH:31][CH:32]=[CH:33][CH:34]=2)[CH2:27][CH2:28]1)=[O:22]. Procedure: In the same manner as in Example 1, step 6 and using 7-(2-methylphenylamino)-6-(4-phenylpiperidine-1-carbonyl)pyrazolo[1,5-a]pyrimidine-3-carboxylic acid (0.08 g, 0.18 mmol) obtained in Example 39, step 2 and 3,5-dimethylisoxazole-4-sulfonamide (0.16 g, 0.88 mmol), the title compound (0.07 g, 66%) was obtained.